The task is: describe an organic reaction: reactants, conditions, products, and yield. This data is from the Open Reaction Database (ORD), a public repository of structured organic reaction records. Reactants: ClC(Cl)Cl, Cl, N, O, O=S(Cl)Cl, CC(C(=O)O)c1ccc2c(c1)CCc1ccccc1O2, c1ccccc1, c1ccncc1. The product is CC(C(N)=O)c1ccc2c(c1)CCc1ccccc1O2. RXN SMILES: [CH:34]([Cl:35])([Cl:36])[Cl:37].[ClH:27].[NH3:26].[OH2:25].[S:21]([Cl:22])([Cl:23])=[O:24].[cH:1]1[c:2]([CH:16]([C:17](=[O:18])[OH:19])[CH3:20])[cH:3][cH:4][c:5]2[c:11]1[CH2:10][CH2:9][c:8]1[c:7]([cH:15][cH:14][cH:13][cH:12]1)[O:6]2.[cH:28]1[cH:29][cH:30][cH:31][cH:32][cH:33]1.[cH:38]1[cH:39][cH:40][n:41][cH:42][cH:43]1>>[cH:1]1[c:2]([CH:16]([C:17](=[O:18])[NH2:26])[CH3:20])[cH:3][cH:4][c:5]2[c:11]1[CH2:10][CH2:9][c:8]1[c:7]([cH:15][cH:14][cH:13][cH:12]1)[O:6]2. Reactants: NC1CCCC=2C=CC(=NC12)CC (8-Amino-2-ethyl-5,6,7,8-tetrahydroquinoline), CN=C=S (methylisothiocyanate). Product: C(C)C1=NC=2C(CCCC2C=C1)NC(NC)=S (2-Ethyl-8-methylthiocarbamoylamino-5,6,7,8-tetrahydroquinoline). As a reaction SMILES: [NH2:1][CH:2]1[C:11]2[N:10]=[C:9]([CH2:12][CH3:13])[CH:8]=[CH:7][C:6]=2[CH2:5][CH2:4][CH2:3]1.[CH3:14][N:15]=[C:16]=[S:17]>>[CH2:12]([C:9]1[CH:8]=[CH:7][C:6]2[CH2:5][CH2:4][CH2:3][CH:2]([NH:1][C:16](=[S:17])[NH:15][CH3:14])[C:11]=2[N:10]=1)[CH3:13]. Procedure: The amino compound of Example 17 may be converted to the title compound by treatment with methylisothiocyanate according to the procedure of Example 4. Starting materials: CI (methyl iodide), C(C\C=C/CC)OC=1C(=NSN1)C=1C=NC=CC1 (cis-3-(4-(3-hexenyloxy)-1, 2,5-thiadiazol-3-yl)pyridine). Run in CC(=O)C (acetone). Run at time 18 hour. Product: [I-].C(C\C=C/CC)OC=1C(=NSN1)C=1C=[N+](C=CC1)C (cis-3-(4-(3-hexenyloxy)-1,2,5-thiadiazol-3-yl)-1-methylpyridinium iodide). RXN SMILES: [CH3:1][I:2].[CH2:3]([O:9][C:10]1[C:11]([C:15]2[CH:16]=[N:17][CH:18]=[CH:19][CH:20]=2)=[N:12][S:13][N:14]=1)[CH2:4]/[CH:5]=[CH:6]\[CH2:7][CH3:8]>CC(C)=O>[I-:2].[CH2:3]([O:9][C:10]1[C:11]([C:15]2[CH:16]=[N+:17]([CH3:1])[CH:18]=[CH:19][CH:20]=2)=[N:12][S:13][N:14]=1)[CH2:4]/[CH:5]=[CH:6]\[CH2:7][CH3:8] |f:3.4|. Reported procedure: A mixture of methyl iodide (0,5 ml, 7.5 mmol) and cis-3-(4-(3-hexenyloxy)-1, 2,5-thiadiazol-3-yl)pyridine (3 mmol) in acetone (5 ml) was stirred at room temperature for 18 h. The title compound precipitated from the solution and was collected by filtration to yield 0.9 g (46%). The reactants are Br[C@@H](C(=O)O)C ((2R)-2-bromopropanoic acid), O (water), C(C)(=O)O (acetic acid), Na, CC(C)(C)S (tert-butylthiol). Run in CCO (EtOH), CCO (EtOH). Run at time 3 hour. Yields the product C(C)(C)(C)S[C@H](C(=O)O)C ((2S)-2-(tert-butylthio)propanoic acid). Yield: 92.0%. As a reaction SMILES: [CH3:1][C:2]([SH:5])([CH3:4])[CH3:3].Br[C@H:7]([CH3:11])[C:8]([OH:10])=[O:9].O.C(O)(=O)C>CCO>[C:2]([S:5][C@@H:7]([CH3:11])[C:8]([OH:10])=[O:9])([CH3:4])([CH3:3])[CH3:1]. Procedure details: To a solution of 483 mg of Na in 10 mL of EtOH was added 10 mL of tert-butylthiol with stirring at room temperature under nitrogen. After 10 min a solution of 1.53 g of (2R)-2-bromopropanoic acid in 3 mL of EtOH was added and the stirring was continued at room temperature for 3 h. The reaction mixture was poured into water and was acidified with acetic acid and extracted with CH2Cl2. The organic layer was dried over Na2SO4 and was evaporated under water aspirator vacuum using a trap containing b... Reactants: Cl (HCl), OC1=CC=C(C=C1)C(=O)C1=CC=CC=C1 ((4-hydroxyphenyl)(phenyl)methanone), [I-].[K+] (potassium iodide), II (iodine). Run in [OH-].[NH4+] (ammonium hydroxide), O (water). Reaction conditions: time 30 minute. Yields the product OC1=C(C=C(C=C1)C(=O)C1=CC=CC=C1)I ((4-hydroxy-3-iodophenyl)(phenyl)methanone). As a reaction SMILES: [OH:1][C:2]1[CH:7]=[CH:6][C:5]([C:8]([C:10]2[CH:15]=[CH:14][CH:13]=[CH:12][CH:11]=2)=[O:9])=[CH:4][CH:3]=1.[I-:16].[K+].II.Cl>[OH-].[NH4+].O>[OH:1][C:2]1[CH:3]=[CH:4][C:5]([C:8]([C:10]2[CH:11]=[CH:12][CH:13]=[CH:14][CH:15]=2)=[O:9])=[CH:6][C:7]=1[I:16] |f:1.2,5.6|. Procedure: A solution of (4-hydroxyphenyl)(phenyl)methanone (2.0 g, 10 mmol) in saturated aqueous ammonium hydroxide (130 mL) was stirred at 25° C. for 15 min, and then treated with a solution of potassium iodide (8.2 g, 49 mmol) and iodine (2.6 g, 10 mmol) in water (260 mL). After 30 min, the mixture was adjusted to pH 2 with concentrated aqueous HCl and extracted with EtOAc (500 mL). The organic extract was sequentially washed with sat. aqueous sodium thiosulfate (100 mL) and brine (100 mL), dried over s... The reactants are CC(C)(C)[Si](C)(C)OCC(O)c1ccc(Br)nc1, O=C([O-])O, ClCCl, CC(C)(C)[Si](C)(C)OS(=O)(=O)C(F)(F)F, [Na+], Cc1cccc(C)n1. Product: CC(C)(C)[Si](C)(C)OCC(O[Si](C)(C)C(C)(C)C)c1ccc(Br)nc1. RXN SMILES: [Br:1][c:2]1[cH:3][cH:4][c:5]([CH:8]([CH2:9][O:10][Si:11]([CH3:12])([CH3:13])[C:14]([CH3:15])([CH3:16])[CH3:17])[OH:18])[cH:6][n:7]1.[C:42](=[O:43])([O-:44])[OH:45].[Cl:47][CH2:48][Cl:49].[F:27][C:28]([F:29])([F:30])[S:31]([O:32][Si:33]([CH3:34])([CH3:35])[C:36]([CH3:37])([CH3:38])[CH3:39])(=[O:40])=[O:41].[Na+:46].[n:19]1[c:20]([CH3:21])[cH:22][cH:23][cH:24][c:25]1[CH3:26]>>[Br:1][c:2]1[cH:3][cH:4][c:5]([CH:8]([CH2:9][O:10][Si:11]([CH3:12])([CH3:13])[C:14]([CH3:15])([CH3:16])[CH3:17])[O:18][Si:33]([CH3:34])([CH3:35])[C:36]([CH3:37])([CH3:38])[CH3:39])[cH:6][n:7]1.